This data is from the Open Reaction Database (ORD), a public repository of structured organic reaction records. The task is: describe an organic reaction: reactants, conditions, products, and yield Starting materials: OCC1=CCCCC1, ClC(Cl)Cl, O=C(OO)c1cccc(Cl)c1. Yields the product OCC12CCCCC1O2. Reaction SMILES: [C:1]1([CH2:7][OH:8])=[CH:2][CH2:3][CH2:4][CH2:5][CH2:6]1.[CH:20]([Cl:21])([Cl:22])[Cl:23].[Cl:9][c:10]1[cH:11][c:12]([C:17](=[O:14])[O:18][OH:19])[cH:13][cH:15][cH:16]1>>[C:1]12([CH2:7][OH:8])[CH:2]([CH2:3][CH2:4][CH2:5][CH2:6]1)[O:14]2.